From a dataset of the Open Reaction Database (ORD), a public repository of structured organic reaction records. describe an organic reaction: reactants, conditions, products, and yield The reactants are CC(C)(C)[Si](C)(C)Cl, C1CCOC1, CCOCC, [H-], NCCCO, [Na+]. As a reaction SMILES: [C:8]([CH3:9])([CH3:10])([CH3:11])[Si:12]([CH3:13])([CH3:14])[Cl:15].[CH2:16]1[O:17][CH2:18][CH2:19][CH2:20]1.[CH2:21]([O:22][CH2:23][CH3:24])[CH3:25].[H-:6].[NH2:1][CH2:2][CH2:3][CH2:4][OH:5].[Na+:7]>>[NH2:1][CH2:2][CH2:3][CH2:4][O:5][Si:12]([C:8]([CH3:9])([CH3:10])[CH3:11])([CH3:13])[CH3:14]. Product: CC(C)(C)[Si](C)(C)OCCCN. The reactants are CCN(C(C)C)C(C)C, O=C(Cl)CCC1CCCC1, ClCCl, CC1(C)OC(=O)c2ccc(N)cc2O1. Product: CC1(C)OC(=O)c2ccc(NC(=O)CCC3CCCC3)cc2O1. RXN SMILES: [CH:15]([N:16]([CH2:17][CH3:18])[CH:19]([CH3:20])[CH3:21])([CH3:22])[CH3:23].[CH:24]1([CH2:29][CH2:30][C:31](=[O:32])[Cl:33])[CH2:25][CH2:26][CH2:27][CH2:28]1.[Cl:34][CH2:35][Cl:36].[NH2:1][c:2]1[cH:3][cH:4][c:5]2[c:6]([cH:14]1)[O:7][C:8]([CH3:12])([CH3:13])[O:9][C:10]2=[O:11]>>[NH:1]([c:2]1[cH:3][cH:4][c:5]2[c:6]([cH:14]1)[O:7][C:8]([CH3:12])([CH3:13])[O:9][C:10]2=[O:11])[C:31]([CH2:30][CH2:29][CH:24]1[CH2:25][CH2:26][CH2:27][CH2:28]1)=[O:32]. The reactants are CS(=O)(=O)O, CCO, CC(=O)C1CCC2C3CCC4CC(O)C(N5CCOC(C)C5)CC4(C)C3C(=O)CC12C. Product: CS(=O)(=O)[O-], CC(=O)C1CCC2C3CCC4CC(O)C(N5CCOC(C)C5)CC4(C)C3C(=O)CC12C. As a reaction SMILES: [CH3:1][S:2]([OH:3])(=[O:4])=[O:5].[CH3:37][CH2:38][OH:39].[OH:6][CH:7]1[CH2:8][CH:9]2[CH2:10][CH2:11][CH:12]3[CH:13]4[CH2:14][CH2:15][CH:16]([C:17]([CH3:18])=[O:19])[C:20]4([CH3:36])[CH2:21][C:22](=[O:35])[CH:23]3[C:24]2([CH3:34])[CH2:25][CH:26]1[N:27]1[CH2:28][CH:29]([CH3:33])[O:30][CH2:31][CH2:32]1>>[CH3:1][S:2](=[O:3])(=[O:4])[O-:5].[OH:6][CH:7]1[CH2:8][CH:9]2[CH2:10][CH2:11][CH:12]3[CH:13]4[CH2:14][CH2:15][CH:16]([C:17]([CH3:18])=[O:19])[C:20]4([CH3:36])[CH2:21][C:22](=[O:35])[CH:23]3[C:24]2([CH3:34])[CH2:25][CH:26]1[N:27]1[CH2:28][CH:29]([CH3:33])[O:30][CH2:31][CH2:32]1. Starting materials: BrC=1C=C2C(=NC1)NC=C2C2=C(C=CC=C2)OC (5-bromo-3-(2-methoxy-phenyl)-1H-pyrrolo[2,3-b]pyridine), CC1=NOC(=C1B(O)O)C (3,5-dimethyl-isoxazole-4-boronic acid), [1,1′-bis(diphenylphosphine)ferrocene]dichloropalladium (II), ClCCl (dichloromethane), solution, C([O-])([O-])=O.[Na+].[Na+] (sodium carbonate). The solvent is CO.ClCCl (methanol dichloromethane), O (water), C(C)#N (acetonitrile). Yields the product CC1=NOC(=C1C=1C=C2C(=NC1)NC=C2C2=C(C=CC=C2)OC)C (5-(3,5-dimethyl-isoxazol-4-yl)-3-(2-methoxy-phenyl)-1H-pyrrolo[2,3-b]pyridine). The yield is 72.0%. RXN SMILES: Br[C:2]1[CH:3]=[C:4]2[C:10]([C:11]3[CH:16]=[CH:15][CH:14]=[CH:13][C:12]=3[O:17][CH3:18])=[CH:9][NH:8][C:5]2=[N:6][CH:7]=1.[CH3:19][C:20]1[C:24](B(O)O)=[C:23]([CH3:28])[O:22][N:21]=1.ClCCl.C(=O)([O-])[O-].[Na+].[Na+]>O.CO.ClCCl.C(#N)C>[CH3:19][C:20]1[C:24]([C:2]2[CH:3]=[C:4]3[C:10]([C:11]4[CH:16]=[CH:15][CH:14]=[CH:13][C:12]=4[O:17][CH3:18])=[CH:9][NH:8][C:5]3=[N:6][CH:7]=2)=[C:23]([CH3:28])[O:22][N:21]=1 |f:3.4.5,7.8|. Reported procedure: To 5-bromo-3-(2-methoxy-phenyl)-1H-pyrrolo[2,3-b]pyridine (40 mg, 0.087 mmol), 3,5-dimethyl-isoxazole-4-boronic acid (16 mg, 0.114 mmol) and [1,1′-bis(diphenylphosphine)ferrocene]dichloropalladium (II), complex with dichloromethane (1:1) (4 mg, 0.0044 mmol) in a Smith process vial was added 0.6 mL of a 1:1 mixture of acetonitrile, and a 2 M solution of sodium carbonate in water, the reaction was run in a Personal Chemistry® microwave reactor at 165° C. for 1200 s. The reaction mixture was dilute... Starting materials: P(Br)(Br)Br (phosphorous tribromide), COC=1C(=CSC1)CO ((4-methoxy-thiophen-3-yl)-methanol). Run in C(Cl)Cl (CH2Cl2), C(Cl)Cl (CH2Cl2). Reaction conditions: temperature 0 celsius, time 5 minute. The product is BrCC1=CSC=C1OC (3-bromomethyl-4-methoxy-thiophene). Isolated yield 96.6%. RXN SMILES: P(Br)(Br)[Br:2].[CH3:5][O:6][C:7]1[C:8]([CH2:12]O)=[CH:9][S:10][CH:11]=1>C(Cl)Cl>[Br:2][CH2:12][C:8]1[C:7]([O:6][CH3:5])=[CH:11][S:10][CH:9]=1. Procedure: To a solution of phosphorous tribromide (271 mg, 1.00 mmol) in CH2Cl2 (1.5 mL) cooled to 0° C. was added a solution of the above alcohol (144 mg, 1.00 mmol) in CH2Cl2 (1.5 mL) and the solution was stirred at 0° C. for 5 minutes to give 3-bromomethyl-4-methoxy-thiophene as an oil (200 mg, 97%) after work-up. The reactants are CCO, CCOC(C)=O, Cc1ccc(S(=O)(=O)Nc2c(C(C)C)cc([N+](=O)[O-])cc2C(C)C)cc1, [Na+], [OH-]. RXN SMILES: [CH3:29][CH2:30][OH:31].[CH3:32][CH2:33][O:34][C:35](=[O:36])[CH3:37].[CH:1]([CH3:2])([CH3:3])[c:4]1[c:5]([NH:16][S:17](=[O:18])(=[O:19])[c:20]2[cH:21][cH:22][c:23]([CH3:26])[cH:24][cH:25]2)[c:6]([CH:13]([CH3:14])[CH3:15])[cH:7][c:8]([N+:10]([O-:11])=[O:12])[cH:9]1.[Na+:28].[OH-:27]>>[CH:1]([CH3:2])([CH3:3])[c:4]1[c:5]([NH:16][S:17](=[O:18])(=[O:19])[c:20]2[cH:21][cH:22][c:23]([CH3:26])[cH:24][cH:25]2)[c:6]([CH:13]([CH3:14])[CH3:15])[cH:7][c:8]([NH2:10])[cH:9]1. Product: Cc1ccc(S(=O)(=O)Nc2c(C(C)C)cc(N)cc2C(C)C)cc1. The reactants are O1C(=NC2=C1C=CC=C2)C=2C(=NC=C(C2)B2OC(C(O2)(C)C)(C)C)N(C(OC(C)(C)C)=O)C(=O)OC(C)(C)C (tert-butyl N-[3-(1,3-benzoxazol-2-yl)-5-(4,4,5,5-tetramethyl-1,3,2-dioxaborolan-2-yl)-2-pyridyl]-N-tert-butoxycarbonyl-carbamate), BrC=1C(=NN(C1)C1CCN(CC1)C(=O)OC(C)(C)C)C#N (tert-butyl 4-(4-bromo-3-cyanopyrazol-1-yl)piperidine-1-carboxylate), C1(CCCCC1)P(C1=C(C=CC=C1)C1=C(C=CC=C1OC)OC)C1CCCCC1 (dicyclohexyl-[2-(2,6-dimethoxyphenyl)phenyl]phosphine), P(=O)([O-])([O-])[O-].[K+].[K+].[K+] (potassium phosphate). The reagents and catalysts are C=1C=CC(=CC1)/C=C/C(=O)/C=C/C2=CC=CC=C2.C=1C=CC(=CC1)/C=C/C(=O)/C=C/C2=CC=CC=C2.C=1C=CC(=CC1)/C=C/C(=O)/C=C/C2=CC=CC=C2.[Pd].[Pd] (tris(dibenzylideneacetone)dipalladium). The solvent is O1CCOCC1 (dioxane), O (water). Run at temperature 120 celsius. Product: Compound [ 1 ], O1C(=NC2=C1C=CC=C2)C=2C=C(C=NC2N(C(=O)OC(C)(C)C)C(=O)OC(C)(C)C)C=2C(=NN(C2)C2CCN(CC2)C(=O)OC(C)(C)C)C#N (tert-butyl 4-[4-[5-(1,3-benzoxazol-2-yl)-6-(bis(tert-butoxycarbonyl)amino)-3-pyridyl]-3-cyano-pyrazol-1-yl]piperidine-1-carboxylate). Isolated yield 86.7%. Reaction SMILES: [O:1]1[C:5]2[CH:6]=[CH:7][CH:8]=[CH:9][C:4]=2[N:3]=[C:2]1[C:10]1[C:11]([N:25]([C:33]([O:35][C:36]([CH3:39])([CH3:38])[CH3:37])=[O:34])[C:26](=[O:32])[O:27][C:28]([CH3:31])([CH3:30])[CH3:29])=[N:12][CH:13]=[C:14](B2OC(C)(C)C(C)(C)O2)[CH:15]=1.Br[C:41]1[C:42]([C:59]#[N:60])=[N:43][N:44]([CH:46]2[CH2:51][CH2:50][N:49]([C:52]([O:54][C:55]([CH3:58])([CH3:57])[CH3:56])=[O:53])[CH2:48][CH2:47]2)[CH:45]=1.C1(P(C2CCCCC2)C2C=CC=CC=2C2C(OC)=CC=CC=2OC)CCCCC1.P([O-])([O-])([O-])=O.[K+].[K+].[K+]>O1CCOCC1.O.C1C=CC(/C=C/C(/C=C/C2C=CC=CC=2)=O)=CC=1.C1C=CC(/C=C/C(/C=C/C2C=CC=CC=2)=O)=CC=1.C1C=CC(/C=C/C(/C=C/C2C=CC=CC=2)=O)=CC=1.[Pd].[Pd]>[O:1]1[C:5]2[CH:6]=[CH:7][CH:8]=[CH:9][C:4]=2[N:3]=[C:2]1[C:10]1[CH:15]=[C:14]([C:41]2[C:42]([C:59]#[N:60])=[N:43][N:44]([CH:46]3[CH2:47][CH2:48][N:49]([C:52]([O:54][C:55]([CH3:56])([CH3:58])[CH3:57])=[O:53])[CH2:50][CH2:51]3)[CH:45]=2)[CH:13]=[N:12][C:11]=1[N:25]([C:26]([O:27][C:28]([CH3:30])([CH3:31])[CH3:29])=[O:32])[C:33]([O:35][C:36]([CH3:39])([CH3:37])[CH3:38])=[O:34] |f:3.4.5.6,9.10.11.12.13|. Procedure: Compound [1] was prepared using the following procedure: A mixture of tert-butyl N-[3-(1,3-benzoxazol-2-yl)-5-(4,4,5,5-tetramethyl-1,3,2-dioxaborolan-2-yl)-2-pyridyl]-N-tert-butoxycarbonyl-carbamate (291 mg), tert-butyl 4-(4-bromo-3-cyanopyrazol-1-yl)piperidine-1-carboxylate (150 mg), tris(dibenzylideneacetone)dipalladium (19.33 mg), dicyclohexyl-[2-(2,6-dimethoxyphenyl)phenyl]phosphine (17.34 mg) and potassium phosphate (0.084 g) in a mixture of dioxane (5 ml) and water (150 μl) was degassed. T... Starting materials: NCCC=1N=CN(C1)C(C1=CC=CC=C1)(C1=CC=CC=C1)C1=CC=CC=C1 (4-(2-Aminoethyl)-1-(triphenylmethyl)-imidazole), C1(=CC=CC=C1)C(N1C=NC(=C1)CCNS(=O)(=O)NC(=O)OC(C)(C)C)(C1=CC=CC=C1)C1=CC=CC=C1 (N-2-[1-(triphenylmethyl)imidazol-4-yl]ethyl-N'-tert-butoxycarbonyl-sulfamide), C(C1=CC=CC=C1)Br (benzyl bromide). The product is C1(=CC=CC=C1)C(N1C=NC(=C1)CCNS(=O)(=O)N(CC1=CC=CC=C1)C(=O)OC(C)(C)C)(C1=CC=CC=C1)C1=CC=CC=C1 (N-[2-(1-(triphenylmethyl)imidazol-4-yl)ethyl]-N'-tert-butoxycarbonyl-N'-phenylmethyl-sulfamide). RXN SMILES: NCCC1N=CN([C:9](C2C=CC=CC=2)(C2C=CC=CC=2)[C:10]2[CH:15]=[CH:14][CH:13]=[CH:12][CH:11]=2)C=1.[C:28]1([C:34]([C:60]2[CH:65]=[CH:64][CH:63]=[CH:62][CH:61]=2)([C:54]2[CH:59]=[CH:58][CH:57]=[CH:56][CH:55]=2)[N:35]2[CH:39]=[C:38]([CH2:40][CH2:41][NH:42][S:43]([NH:46][C:47]([O:49][C:50]([CH3:53])([CH3:52])[CH3:51])=[O:48])(=[O:45])=[O:44])[N:37]=[CH:36]2)[CH:33]=[CH:32][CH:31]=[CH:30][CH:29]=1.C(Br)C1C=CC=CC=1>>[C:60]1([C:34]([C:28]2[CH:29]=[CH:30][CH:31]=[CH:32][CH:33]=2)([C:54]2[CH:55]=[CH:56][CH:57]=[CH:58][CH:59]=2)[N:35]2[CH:39]=[C:38]([CH2:40][CH2:41][NH:42][S:43]([N:46]([C:47]([O:49][C:50]([CH3:53])([CH3:51])[CH3:52])=[O:48])[CH2:9][C:10]3[CH:15]=[CH:14][CH:13]=[CH:12][CH:11]=3)(=[O:45])=[O:44])[N:37]=[CH:36]2)[CH:65]=[CH:64][CH:63]=[CH:62][CH:61]=1. Procedure details: 4-(2-Aminoethyl)-1-(triphenylmethyl)-imidazole (Example 17 step b) was converted to N-2-[1-(triphenylmethyl)imidazol-4-yl]ethyl-N'-tert-butoxycarbonyl-sulfamide according to the procedure of Example 12 step a. The subsequent alkylation with benzyl bromide was performed essentially as Example 12 step b and gave N-[2-(1-(triphenylmethyl)imidazol-4-yl)ethyl]-N'-tert-butoxycarbonyl-N'-phenylmethyl-sulfamide. The final deprotection was carried out in the manner of Example 17 step b and the title comp...